This data is from the Open Reaction Database (ORD), a public repository of structured organic reaction records. The task is: describe an organic reaction: reactants, conditions, products, and yield Run at time 2 hour. Reaction SMILES: C(OC([N:8]([CH2:21][CH:22]1[CH2:27][CH2:26][N:25]([C:28]2[N:33]=[C:32]([C:34]([OH:36])=[O:35])[CH:31]=[CH:30][CH:29]=2)[CH2:24][CH:23]1[C:37]1[CH:42]=[CH:41][CH:40]=[CH:39][CH:38]=1)[C@@H:9]([C:11]1[C:20]2[C:15](=[CH:16][CH:17]=[CH:18][CH:19]=2)[CH:14]=[CH:13][CH:12]=1)[CH3:10])=O)(C)(C)C.[ClH:43].C(OCC)(=O)C.C(OC(C)C)(C)C>C(OCC)(=O)C>[ClH:43].[C:11]1([C@H:9]([NH:8][CH2:21][CH:22]2[CH2:27][CH2:26][N:25]([C:28]3[N:33]=[C:32]([C:34]([OH:36])=[O:35])[CH:31]=[CH:30][CH:29]=3)[CH2:24][CH:23]2[C:37]2[CH:38]=[CH:39][CH:40]=[CH:41][CH:42]=2)[CH3:10])[C:20]2[C:15](=[CH:16][CH:17]=[CH:18][CH:19]=2)[CH:14]=[CH:13][CH:12]=1 |f:1.2,5.6|. Starting materials: C(C)(C)(C)OC(=O)N([C@H](C)C1=CC=CC2=CC=CC=C12)CC1C(CN(CC1)C1=CC=CC(=N1)C(=O)O)C1=CC=CC=C1 (6-[4-({(tert-butoxycarbonyl)[(1R)-1-(1-naphthyl)ethyl]amino}methyl)-3-phenylpiperidin-1-yl]pyridine-2-carboxylic acid), Cl.C(C)(=O)OCC (hydrogen chloride ethyl acetate), C(C)(C)OC(C)C (diisopropylether). Product: Cl.C1(=CC=CC2=CC=CC=C12)[C@@H](C)NCC1C(CN(CC1)C1=CC=CC(=N1)C(=O)O)C1=CC=CC=C1 (6-[4-({[(1R)-1-(1-naphthyl)ethyl]amino}methyl)-3-phenylpiperidin-1-yl]pyridine-2-carboxylic acid hydrochloride). The solvent is C(C)(=O)OCC (ethyl acetate). Procedure details: To a solution of 75 mg of the crude 6-[4-({(tert-butoxycarbonyl)[(1R)-1-(1-naphthyl)ethyl]amino}methyl)-3-phenylpiperidin-1-yl]pyridine-2-carboxylic acid in 2.0 mL of ethyl acetate was added 1.00 mL of a 4 M hydrogen chloride/ethyl acetate solution at room temperature, followed by stirring for 2 hours. To the reaction mixture was added diisopropylether, and the resulting precipitate was then collected by filtration, and dried under reduced pressure to obtain 50 mg of 6-[4-({[(1R)-1-(1-naphthyl)e... The reactants are FC1=CC=C(C=C1)C1=C(CC(C1)(C)C)C1=CC=C(C=C1)SC (1-[2-(4-fluorophenyl)-4,4-dimethylcyclopenten-1-yl]-4-(methylthio)benzene), OOS(=O)[O-].[K+] (Oxone), KHSO5, OS(=O)(=O)[O-].[K+] (KHSO4), CO.O (methanol water). The solvent is O (water). Reaction conditions: time 4 hour. The product is FC1=CC=C(C=C1)C1=C(CC(C1)(C)C)C1=CC=C(C=C1)S(=O)(=O)C (1-[2-(4-fluorophenyl)-4,4-dimethylcyclopenten-1-yl ]-4-(methylsulfonyl)benzene). Yield: 38.0%. RXN SMILES: [F:1][C:2]1[CH:7]=[CH:6][C:5]([C:8]2[CH2:12][C:11]([CH3:14])([CH3:13])[CH2:10][C:9]=2[C:15]2[CH:20]=[CH:19][C:18](SC)=[CH:17][CH:16]=2)=[CH:4][CH:3]=1.O[O:24][S:25]([O-:27])=O.[K+].OS([O-])(=O)=O.[K+].[CH3:35]O.O>O>[F:1][C:2]1[CH:3]=[CH:4][C:5]([C:8]2[CH2:12][C:11]([CH3:14])([CH3:13])[CH2:10][C:9]=2[C:15]2[CH:16]=[CH:17][C:18]([S:25]([CH3:35])(=[O:27])=[O:24])=[CH:19][CH:20]=2)=[CH:6][CH:7]=1 |f:1.2,3.4,5.6|. Reported procedure: A solution of 120 mg (0.39 mmol) of 1-[2-(4-fluorophenyl)-4,4-dimethylcyclopenten-1-yl]-4-(methylthio)benzene (Step 9) in 3 mL of methanol/water (1:1) was slowly treated with 470 mg (0.76 mmol) of Oxone® [2 KHSO5.KHSO4 ] in 2 mL of water. After stirring for 4 h, the solvent was removed in vacuo. The residue was dissolved in ethyl acetate and washed with water and brine, dried (MgSO4), and reconcentrated. Purification by silica gel chromatography (MPLC) with hexane/ethyl acetate (5:1) and subsequ... Starting materials: CCO, O=C(Cl)c1ccccc1F. The product is CCOC(=O)c1ccccc1F. Reaction SMILES: [CH3:11][CH2:12][OH:13].[F:1][c:2]1[c:3]([C:4](=[O:5])[Cl:6])[cH:7][cH:8][cH:9][cH:10]1>>[F:1][c:2]1[c:3]([C:4](=[O:5])[O:13][CH2:12][CH3:11])[cH:7][cH:8][cH:9][cH:10]1. Reactants: BrC=1C=CC2=C(C=CS2)C1 (5-bromobenzothiophene), C1(CCCCC1)P(C1=C(C=CC=C1)C1=C(C=C(C=C1C(C)C)C(C)C)C(C)C)C1CCCCC1 (2-dicyclohexylphosphino-2′,4′,6′-triisopropylbiphenyl), NC1=C(C(=O)OC(C)(C)C)C=CC(=C1)C1=CC(=CC=C1)OC(=O)OC(C)(C)C (tert-butyl 2-amino-4-(3-(tert-butoxycarbonyloxy)phenyl)benzoate), C([O-])([O-])=O.[Cs+].[Cs+] (cesium carbonate), C1(CCCCC1)P(C1=C(C=CC=C1)C1=C(C=C(C=C1C(C)C)C(C)C)C(C)C)C1CCCCC1 (2-Dicyclohexylphosphino-2′,4′,6′-triisopropylbiphenyl), C([O-])([O-])=O.[Cs+].[Cs+] (Cesium carbonate), BrC=1C=CC2=C(C=CS2)C1 (5-bromobenzothiophene), C1(CCCCC1)P(C1=C(C=CC=C1)C1=C(C=C(C=C1C(C)C)C(C)C)C(C)C)C1CCCCC1 (2-dicyclohexylphosphino-2′,4′,6′-triisopropylbiphenyl), C(CC(O)(C(=O)O)CC(=O)O)(=O)O (citric acid). Reagents/catalysts: C=1C=CC(=CC1)/C=C/C(=O)/C=C/C2=CC=CC=C2.C=1C=CC(=CC1)/C=C/C(=O)/C=C/C2=CC=CC=C2.C=1C=CC(=CC1)/C=C/C(=O)/C=C/C2=CC=CC=C2.[Pd].[Pd] (tris(dibenzylideneacetone)dipalladium(0)), C(C)(=O)[O-].[Pd+2].C(C)(=O)[O-] (palladium acetate), C=1C=CC(=CC1)/C=C/C(=O)/C=C/C2=CC=CC=C2.C=1C=CC(=CC1)/C=C/C(=O)/C=C/C2=CC=CC=C2.C=1C=CC(=CC1)/C=C/C(=O)/C=C/C2=CC=CC=C2.[Pd].[Pd] (tris(dibenzylideneacetone)dipalladium(0)), C(C)(=O)[O-].[Pd+2].C(C)(=O)[O-] (palladium acetate), C=1C=CC(=CC1)/C=C/C(=O)/C=C/C2=CC=CC=C2.C=1C=CC(=CC1)/C=C/C(=O)/C=C/C2=CC=CC=C2.C=1C=CC(=CC1)/C=C/C(=O)/C=C/C2=CC=CC=C2.[Pd].[Pd] (tris(dibenzylideneacetone)dipalladium(0)), C(C)(=O)[O-].[Pd+2].C(C)(=O)[O-] (palladium acetate). Run in C1(=CC=CC=C1)C (toluene), C(C)(=O)OCC (ethyl acetate). Run at temperature 110 celsius, time 24 hour. The product is S1C=CC2=C1C=CC(=C2)NC2=C(C(=O)OC(C)(C)C)C=CC(=C2)C2=CC(=CC=C2)OC(=O)OC(C)(C)C (tert-butyl 2-((benzothiophen-5-yl)amino)-4-(3-(tert-butoxycarbonyloxy)phenyl)benzoate). Reaction SMILES: [NH2:1][C:2]1[CH:14]=[C:13]([C:15]2[CH:20]=[CH:19][CH:18]=[C:17]([O:21][C:22]([O:24][C:25]([CH3:28])([CH3:27])[CH3:26])=[O:23])[CH:16]=2)[CH:12]=[CH:11][C:3]=1[C:4]([O:6][C:7]([CH3:10])([CH3:9])[CH3:8])=[O:5].C(=O)([O-])[O-].[Cs+].[Cs+].Br[C:36]1[CH:37]=[CH:38][C:39]2[S:43][CH:42]=[CH:41][C:40]=2[CH:44]=1.C1(P(C2CCCCC2)C2C=CC=CC=2C2C(C(C)C)=CC(C(C)C)=CC=2C(C)C)CCCCC1.C(O)(=O)CC(CC(O)=O)(C(O)=O)O>C1C=CC(/C=C/C(/C=C/C2C=CC=CC=2)=O)=CC=1.C1C=CC(/C=C/C(/C=C/C2C=CC=CC=2)=O)=CC=1.C1C=CC(/C=C/C(/C=C/C2C=CC=CC=2)=O)=CC=1.[Pd].[Pd].C([O-])(=O)C.[Pd+2].C([O-])(=O)C.C(OCC)(=O)C.C1(C)C=CC=CC=1>[S:43]1[C:39]2[CH:38]=[CH:37][C:36]([NH:1][C:2]3[CH:14]=[C:13]([C:15]4[CH:20]=[CH:19][CH:18]=[C:17]([O:21][C:22]([O:24][C:25]([CH3:28])([CH3:27])[CH3:26])=[O:23])[CH:16]=4)[CH:12]=[CH:11][C:3]=3[C:4]([O:6][C:7]([CH3:10])([CH3:9])[CH3:8])=[O:5])=[CH:44][C:40]=2[CH:41]=[CH:42]1 |f:1.2.3,7.8.9.10.11,12.13.14|. Procedure details: To toluene 3.0 mL suspension of tert-butyl 2-amino-4-(3-(tert-butoxycarbonyloxy)phenyl)benzoate 0.12 g and cesium carbonate 0.25 g were added 5-bromobenzothiophene 0.13 g, 2-dicyclohexylphosphino-2′,4′,6′-triisopropylbiphenyl 7.4 mg, tris(dibenzylideneacetone)dipalladium(0) 2.9 mg and palladium acetate 1.4 mg at room temperature, and it was stirred at 110° C. for 24 hours. 2-Dicyclohexylphosphino-2′,4′,6′-triisopropylbiphenyl 7.4 mg, tris(dibenzylideneacetone)dipalladium(0) 2.9 mg and palladium ... Starting materials: [H-].[Na+] (NaH), NC1=NC=CC=C1 (2-aminopyridine), ClC=1SC(=CN1)C#N (2-Chloro-thiazole-5-carbonitrile). Solvent: C1CCOC1 (THF). Yields the product N1=C(C=CC=C1)NC=1SC(=CN1)C#N (2-(Pyridin-2-ylamino)-thiazole-5-carbonitrile). As a reaction SMILES: [H-].[Na+].[NH2:3][C:4]1[CH:9]=[CH:8][CH:7]=[CH:6][N:5]=1.Cl[C:11]1[S:12][C:13]([C:16]#[N:17])=[CH:14][N:15]=1>C1COCC1>[N:5]1[CH:6]=[CH:7][CH:8]=[CH:9][C:4]=1[NH:3][C:11]1[S:12][C:13]([C:16]#[N:17])=[CH:14][N:15]=1 |f:0.1|. Procedure details: A flame dried round-bottom flask under Ar was charged with NaH (60% dispersion 0.037 g, 0.91 mmol). Anhydrous THF, 2 mL, was added followed by the addition of 2-aminopyridine (0.032 g, 0.033 mmol). 2-Chloro-thiazole-5-carbonitrile (9-2, 0.044 g, 0.30 mmol) was added and the reaction was heated to reflux. After 2 h the reaction was cooled and quenched by the addition of water. The THF was removed in vacuo and the precipitate which formed was filtered and washed with water. The solid was recrystal... The reactants are ClC1=NC=C(C=C1C(=O)N[C@@H](C)C1=CC=C(C(=O)OC)C=C1)Cl (Methyl 4-((1S)-1-{[(2,5-dichloropyridin-3-yl)carbonyl]amino}ethyl)benzoate), N1=C(C=CC=C1)C=1C=C(C=CC1)O (3-pyridin-2-ylphenol). Product: ClC=1C=C(C(=NC1)OC1=CC(=CC=C1)C1=NC=CC=C1)C(=O)N[C@@H](C)C1=CC=C(C(=O)OC)C=C1 (Methyl 4-[(1S)-1-({[5-chloro-2-(3-pyridin-2-ylphenoxy)pyridin-3-yl]carbonyl}amino)ethyl]benzoate). As a reaction SMILES: Cl[C:2]1[C:7]([C:8]([NH:10][C@H:11]([C:13]2[CH:22]=[CH:21][C:16]([C:17]([O:19][CH3:20])=[O:18])=[CH:15][CH:14]=2)[CH3:12])=[O:9])=[CH:6][C:5]([Cl:23])=[CH:4][N:3]=1.[N:24]1[CH:29]=[CH:28][CH:27]=[CH:26][C:25]=1[C:30]1[CH:31]=[C:32]([OH:36])[CH:33]=[CH:34][CH:35]=1>>[Cl:23][C:5]1[CH:6]=[C:7]([C:8]([NH:10][C@H:11]([C:13]2[CH:22]=[CH:21][C:16]([C:17]([O:19][CH3:20])=[O:18])=[CH:15][CH:14]=2)[CH3:12])=[O:9])[C:2]([O:36][C:32]2[CH:33]=[CH:34][CH:35]=[C:30]([C:25]3[CH:26]=[CH:27][CH:28]=[CH:29][N:24]=3)[CH:31]=2)=[N:3][CH:4]=1. Procedure details: The title compound was prepared according to the procedure described in step 2 of Example 45 from methyl 4-((1S)-1-{[(2,5-dichloropyridin-3-yl)carbonyl]amino}ethyl)benzoate (step 1 of Example 48) and 3-pyridin-2-ylphenol (Chem. Pharm. Bull. 1985, 33, 1009): 1H-NMR (CDCl3) δ 8.71–8.68 (1H, m), 8.56 (1H, d, J=2.8 Hz), 8.22 (1H, d, J=7.4 Hz), 8.13 (1H, d, J=2.8 Hz), 8.02–7.99 (2H, m), 7.92–7.81 (2H, m), 7.79–7.76 (2H, m), 7.57 (1H, t, J=7.9 Hz), 7.44 (2H, d, J=8.2 Hz), 7.30–7.20 (2H, m), 5.43–5.33 ... Reactants: O (water), Cl.Cl.FC1=CC=C(CN2C[C@@H](CC2)N)C=C1 ((3R)-1-(4-fluorobenzyl)-3-pyrrolidinamine dihydrochloride), C(C)OC(C1=CN=C(C(=C1)Cl)Cl)=O (5,6-dichloronicotinic acid ethyl ester), C(=O)([O-])[O-].[K+].[K+] (K2CO3). Solvent: CCOC(=O)C (AcOEt), CN(C)C=O (DMF). Run at temperature 100 celsius, time 4 hour. Yields the product ClC=1C(=NC=C(C(=O)OCC)C1)N[C@H]1CN(CC1)CC1=CC=C(C=C1)F (ethyl 5-chloro-6-{[(3R)-1-(4-fluorobenzyl)-3-pyrrolidinyl]amino}nicotinate). As a reaction SMILES: Cl.Cl.[F:3][C:4]1[CH:16]=[CH:15][C:7]([CH2:8][N:9]2[CH2:13][CH2:12][C@@H:11]([NH2:14])[CH2:10]2)=[CH:6][CH:5]=1.[CH2:17]([O:19][C:20](=[O:29])[C:21]1[CH:26]=[C:25]([Cl:27])[C:24](Cl)=[N:23][CH:22]=1)[CH3:18].C([O-])([O-])=O.[K+].[K+].O>CN(C=O)C.CCOC(C)=O>[Cl:27][C:25]1[C:24]([NH:14][C@@H:11]2[CH2:12][CH2:13][N:9]([CH2:8][C:7]3[CH:6]=[CH:5][C:4]([F:3])=[CH:16][CH:15]=3)[CH2:10]2)=[N:23][CH:22]=[C:21]([CH:26]=1)[C:20]([O:19][CH2:17][CH3:18])=[O:29] |f:0.1.2,4.5.6|. Procedure: To a solution of (3R)-1-(4-fluorobenzyl)-3-pyrrolidinamine dihydrochloride (3.5 g) in DMF (35 ml) was added 5,6-dichloronicotinic acid ethyl ester (3.38 ml) and K2CO3 (6.34 g), the mixture was stirred at 100° C. for 4 hours under N2 atmosphere. The mixed solution was poured into a mixture of water (250 ml) and AcOEt (250 ml). The organic layer was separated, washed with water twice and brine, dried over sodium sulfate and concentrated in vacuo. The residue was purified by silica gel column chrom... Reactants: C1(CC1)S(=O)(=O)N1CCN(CC1)C(=O)C=1NC2=CC=C(C=C2C1)C(=O)N1CCN(CC1)C(C)C ((4-Cyclopropanesulfonyl-piperazin-1-yl)-[5-(4-isopropyl-piperazine-1-carbonyl)-1H-indol-2-yl]-methanone), ClC=1C=C(C=CC1)B(O)O (3-chlorophenylboronic acid). Product: ClC=1C=C(C=CC1)N1C(=CC2=CC(=CC=C12)C(=O)N1CCN(CC1)C(C)C)C(=O)N1CCN(CC1)S(=O)(=O)C1CC1 ([1-(3-Chloro-phenyl)-5-(4-isopropyl-piperazine-1-carbonyl)-1H-indol-2-yl]-(4-cyclopropanesulfonyl-piperazin-1-yl)-methanone). The yield is 41.0%. As a reaction SMILES: [CH:1]1([S:4]([N:7]2[CH2:12][CH2:11][N:10]([C:13]([C:15]3[NH:16][C:17]4[C:22]([CH:23]=3)=[CH:21][C:20]([C:24]([N:26]3[CH2:31][CH2:30][N:29]([CH:32]([CH3:34])[CH3:33])[CH2:28][CH2:27]3)=[O:25])=[CH:19][CH:18]=4)=[O:14])[CH2:9][CH2:8]2)(=[O:6])=[O:5])[CH2:3][CH2:2]1.[Cl:35][C:36]1[CH:37]=[C:38](B(O)O)[CH:39]=[CH:40][CH:41]=1>>[Cl:35][C:36]1[CH:41]=[C:40]([N:16]2[C:17]3[C:22](=[CH:21][C:20]([C:24]([N:26]4[CH2:27][CH2:28][N:29]([CH:32]([CH3:34])[CH3:33])[CH2:30][CH2:31]4)=[O:25])=[CH:19][CH:18]=3)[CH:23]=[C:15]2[C:13]([N:10]2[CH2:9][CH2:8][N:7]([S:4]([CH:1]3[CH2:2][CH2:3]3)(=[O:5])=[O:6])[CH2:12][CH2:11]2)=[O:14])[CH:39]=[CH:38][CH:37]=1. Reported procedure: The title compound was synthesized in analogy to example 5, from (4-cyclopropanesulfonyl-piperazin-1-yl)-[5-(4-isopropyl-piperazine-1-carbonyl)-1H-indol-2-yl]-methanone (example 33) and 3-chlorophenylboronic acid to afford the desired product as a light brown foam (41%). MS (ISP): 598.3 (M+H)+. Starting materials: NC1=CC=C(C=C1)C(C(F)(F)F)(C(F)(F)F)C1=CC=C(C=C1)OC1=CC(=CC=C1)[N+](=O)[O-] (2-(4-aminophenyl)-2-[4-(3-nitrophenoxy)phenyl]hexafluoropropane), pale yellow residue, [H][H] (hydrogen), C (charcoal), steel, [H][H] (hydrogen), O (water). The reagents and catalysts are [Pd] (palladium on charcoal). Solvent: C(C)(=O)OCC (ethyl acetate), Cl (hydrochloric acid). Reaction conditions: temperature 20 celsius. The product is NC1=CC=C(C=C1)C(C(F)(F)F)(C(F)(F)F)C1=CC=C(C=C1)OC1=CC(=CC=C1)N (2-(4-aminophenyl)-2-[4-(3-aminophenoxy)phenyl]hexafluoropropane). As a reaction SMILES: [NH2:1][C:2]1[CH:7]=[CH:6][C:5]([C:8]([C:17]2[CH:22]=[CH:21][C:20]([O:23][C:24]3[CH:29]=[CH:28][CH:27]=[C:26]([N+:30]([O-])=O)[CH:25]=3)=[CH:19][CH:18]=2)([C:13]([F:16])([F:15])[F:14])[C:9]([F:12])([F:11])[F:10])=[CH:4][CH:3]=1.[H][H].O.C>C(OCC)(=O)C.[Pd].Cl>[NH2:1][C:2]1[CH:7]=[CH:6][C:5]([C:8]([C:17]2[CH:22]=[CH:21][C:20]([O:23][C:24]3[CH:29]=[CH:28][CH:27]=[C:26]([NH2:30])[CH:25]=3)=[CH:19][CH:18]=2)([C:13]([F:14])([F:15])[F:16])[C:9]([F:11])([F:12])[F:10])=[CH:4][CH:3]=1. Procedure: 22.8 g (0.05 mol) of 2-(4-aminophenyl)-2-[4-(3-nitrophenoxy)phenyl]hexafluoropropane were dissolved in 600 cm3 of ethyl acetate, 1 g of palladium on charcoal was added, and the mixture was reduced in a 1 dm3 steel autoclave at about 25° C. using hydrogen (100 bar). When the take-up of hydrogen was complete, the catalyst was filtered off and all the ethyl acetate was removed. The oily, brown crude product was chromatographed over basic alumina using ethyl acetate as eluent. The principal fraction... The reactants are aqueous solution, C(CC(O)(C(=O)O)CC(=O)O)(=O)O (citric acid), C([O-])([O-])=O.[Na+].[Na+] (sodium carbonate), C(C)(C)(C)OC(=O)N1C(=CC=C1)B(O)O (1-(tert-butoxycarbonyl)-1H-pyrrole-2-boronic acid), C([O-])([O-])=O.[Na+].[Na+] (sodium carbonate), C(C)(=O)OC1=C(C(=O)NC2=C(C(=O)OC(C)(C)C)C=CC(=C2)Br)C=C(C=C1)N1CCCCC1 (tert-butyl 2-(2-acetoxy-5-(piperidin-1-yl)benzamido)-4-bromobenzoate). The reagents and catalysts are Cl[Pd]([P](C1=CC=CC=C1)(C2=CC=CC=C2)C3=CC=CC=C3)([P](C4=CC=CC=C4)(C5=CC=CC=C5)C6=CC=CC=C6)Cl (bis(triphenylphosphine)palladium(II) dichloride). Run in C(C)(=O)OCC (ethyl acetate), COCCOC (ethylene glycol dimethyl ether), O (Water). The product is C(C)(=O)OC1=C(C(=O)NC2=C(C(=O)OC(C)(C)C)C=CC(=C2)C=2N(C=CC2)C(=O)OC(C)(C)C)C=C(C=C1)N1CCCCC1 (tert-butyl 2-(2-acetoxy-5-(piperidin-1-yl)benzamido)-4-(1-(tert-butoxycarbonyl)-1H-pyrrol-2-yl)benzoate). As a reaction SMILES: [C:1]([O:5][C:6]([N:8]1[CH:12]=[CH:11][CH:10]=[C:9]1B(O)O)=[O:7])([CH3:4])([CH3:3])[CH3:2].C(=O)([O-])[O-].[Na+].[Na+].[C:22]([O:25][C:26]1[CH:48]=[CH:47][C:46]([N:49]2[CH2:54][CH2:53][CH2:52][CH2:51][CH2:50]2)=[CH:45][C:27]=1[C:28]([NH:30][C:31]1[CH:43]=[C:42](Br)[CH:41]=[CH:40][C:32]=1[C:33]([O:35][C:36]([CH3:39])([CH3:38])[CH3:37])=[O:34])=[O:29])(=[O:24])[CH3:23].C(O)(=O)CC(CC(O)=O)(C(O)=O)O>Cl[Pd](Cl)([P](C1C=CC=CC=1)(C1C=CC=CC=1)C1C=CC=CC=1)[P](C1C=CC=CC=1)(C1C=CC=CC=1)C1C=CC=CC=1.C(OCC)(=O)C.COCCOC.O>[C:22]([O:25][C:26]1[CH:48]=[CH:47][C:46]([N:49]2[CH2:50][CH2:51][CH2:52][CH2:53][CH2:54]2)=[CH:45][C:27]=1[C:28]([NH:30][C:31]1[CH:43]=[C:42]([C:9]2[N:8]([C:6]([O:5][C:1]([CH3:4])([CH3:3])[CH3:2])=[O:7])[CH:12]=[CH:11][CH:10]=2)[CH:41]=[CH:40][C:32]=1[C:33]([O:35][C:36]([CH3:39])([CH3:38])[CH3:37])=[O:34])=[O:29])(=[O:24])[CH3:23] |f:1.2.3,^1:70,89|. Procedure: Water (0.60 mL), 1-(tert-butoxycarbonyl)-1H-pyrrole-2-boronic acid (0.024 g), sodium carbonate (0.041 g), and bis(triphenylphosphine)palladium(II) dichloride (2.2 mg) were added to an ethylene glycol dimethyl ether (2.0 mL) solution of tert-butyl 2-(2-acetoxy-5-(piperidin-1-yl)benzamido)-4-bromobenzoate (0.080 g), followed by heating to reflux under a nitrogen atmosphere for 1 hour. The reaction mixture was cooled to room temperature, and sodium carbonate (0.016 g) was added thereto, followed by...